From a dataset of the Open Reaction Database (ORD), a public repository of structured organic reaction records. describe an organic reaction: reactants, conditions, products, and yield The reactants are CCc1cccc(CC)c1N=C(C)c1cccc(C(C)=O)n1, Cc1ccccc1, Nn1cccc1. Product: CCc1cccc(CC)c1N=C(C)c1cccc(C(C)=Nn2cccc2)n1. As a reaction SMILES: [CH2:1]([CH3:2])[c:3]1[c:4]([N:11]=[C:12]([CH3:13])[c:14]2[n:15][c:16]([C:20]([CH3:21])=[O:22])[cH:17][cH:18][cH:19]2)[c:5]([CH2:9][CH3:10])[cH:6][cH:7][cH:8]1.[CH3:29][c:30]1[cH:31][cH:32][cH:33][cH:34][cH:35]1.[NH2:23][n:24]1[cH:25][cH:26][cH:27][cH:28]1>>[CH2:1]([CH3:2])[c:3]1[c:4]([N:11]=[C:12]([CH3:13])[c:14]2[n:15][c:16]([C:20]([CH3:21])=[N:23][n:24]3[cH:25][cH:26][cH:27][cH:28]3)[cH:17][cH:18][cH:19]2)[c:5]([CH2:9][CH3:10])[cH:6][cH:7][cH:8]1. Starting materials: C1CCOC1, CC(O)c1cc(F)cc2c1c(Sc1ccc(Cl)cc1)c1n2CCC1CC(=O)O. Yields the product CCc1cc(F)cc2c1c(Sc1ccc(Cl)cc1)c1n2CCC1CC(=O)O. Reaction SMILES: [CH2:29]1[O:30][CH2:31][CH2:32][CH2:33]1.[Cl:1][c:2]1[cH:3][cH:4][c:5]([S:8][c:9]2[c:10]3[n:11]([c:12]4[cH:13][c:14]([F:21])[cH:15][c:16]([CH:18]([CH3:19])[OH:20])[c:17]24)[CH2:22][CH2:23][CH:24]3[CH2:25][C:26](=[O:27])[OH:28])[cH:6][cH:7]1>>[Cl:1][c:2]1[cH:3][cH:4][c:5]([S:8][c:9]2[c:10]3[n:11]([c:12]4[cH:13][c:14]([F:21])[cH:15][c:16]([CH2:18][CH3:19])[c:17]24)[CH2:22][CH2:23][CH:24]3[CH2:25][C:26](=[O:27])[OH:28])[cH:6][cH:7]1.